This data is from the Open Reaction Database (ORD), a public repository of structured organic reaction records. The task is: describe an organic reaction: reactants, conditions, products, and yield Starting materials: O=Cc1ccccc1OC(F)(F)F, C[N+](=O)[O-]. Product: O=Cc1cc([N+](=O)[O-])ccc1OC(F)(F)F. Reaction SMILES: [F:1][C:2]([O:3][c:4]1[c:5]([CH:6]=[O:7])[cH:8][cH:9][cH:10][cH:11]1)([F:12])[F:13].[N+:14](=[O:15])([O-:16])[CH3:17]>>[F:1][C:2]([O:3][c:4]1[c:5]([CH:6]=[O:7])[cH:8][c:9]([N+:14](=[O:15])[O-:16])[cH:10][cH:11]1)([F:12])[F:13]. Reactants: O=C([O-])[O-], C1COCCN1, COC(=O)c1ccc(Cl)nc1, [K+], [K+], CN(C)C=O, O. Yields the product COC(=O)c1ccc(N2CCOCC2)nc1. As a reaction SMILES: [C:18](=[O:19])([O-:20])[O-:21].[CH2:12]1[CH2:13][O:14][CH2:15][CH2:16][NH:17]1.[Cl:1][c:2]1[n:3][cH:4][c:5]([C:6](=[O:7])[O:8][CH3:9])[cH:10][cH:11]1.[K+:22].[K+:23].[O:24]=[CH:25][N:26]([CH3:27])[CH3:28].[OH2:29]>>[c:2]1([N:17]2[CH2:12][CH2:13][O:14][CH2:15][CH2:16]2)[n:3][cH:4][c:5]([C:6](=[O:7])[O:8][CH3:9])[cH:10][cH:11]1. The reactants are C(C)C1=C(OC2=C(C=CC=C2)[C@@](CCCCOC)(O)[C@H]2CNCCC2)C=CC=C1 ((S)-1-(2-(2-ethylphenoxy)phenyl)-5-methoxy-1-((R)-piperidin-3-yl)pentan-1-ol), [N+](=O)([O-])C1=CC=C(OC(=O)N[C@@H](CO[Si](C)(C)C)CN(C(=O)OCC[Si](C)(C)C)C)C=C1 ((2R)-2-(p-nitrophenoxycarbonylamino)-3-(N-methyl-N-(2-(trimethylsilyl)ethoxycarbonyl)amino)-1-(trimethylsilyloxy)propane), CCN(C(C)C)C(C)C (DIEA). Solvent: C(Cl)Cl (CH2Cl2). Run at time 30 minute. Yields the product C(C)C1=C(OC2=C(C=CC=C2)[C@@](CCCCOC)(O)[C@H]2CN(CCC2)C(=O)N[C@@H](CO)CN(C(=O)OCC[Si](C)(C)C)C)C=CC=C1 ((3R)-3-((S)-1-(2-(2-ethylphenoxy)phenyl)-1-hydroxy-5-methoxypentyl)-N-((R)-1-hydroxy-3-(N-methyl-N-(2-(trimethylsilyl)ethoxycarbonyl)amino)propan-2-yl)piperidine-1-carboxamide). Isolated yield 29.8%. Reaction SMILES: [CH2:1]([C:3]1[CH:29]=[CH:28][CH:27]=[CH:26][C:4]=1[O:5][C:6]1[CH:11]=[CH:10][CH:9]=[CH:8][C:7]=1[C@:12]([C@@H:20]1[CH2:25][CH2:24][CH2:23][NH:22][CH2:21]1)([OH:19])[CH2:13][CH2:14][CH2:15][CH2:16][O:17][CH3:18])[CH3:2].[N+](C1C=CC([O:37][C:38]([NH:40][C@H:41]([CH2:48][N:49]([CH3:59])[C:50]([O:52][CH2:53][CH2:54][Si:55]([CH3:58])([CH3:57])[CH3:56])=[O:51])[CH2:42][O:43][Si](C)(C)C)=O)=CC=1)([O-])=O.CCN(C(C)C)C(C)C>C(Cl)Cl>[CH2:1]([C:3]1[CH:29]=[CH:28][CH:27]=[CH:26][C:4]=1[O:5][C:6]1[CH:11]=[CH:10][CH:9]=[CH:8][C:7]=1[C@:12]([C@@H:20]1[CH2:25][CH2:24][CH2:23][N:22]([C:38]([NH:40][C@H:41]([CH2:48][N:49]([CH3:59])[C:50]([O:52][CH2:53][CH2:54][Si:55]([CH3:58])([CH3:57])[CH3:56])=[O:51])[CH2:42][OH:43])=[O:37])[CH2:21]1)([OH:19])[CH2:13][CH2:14][CH2:15][CH2:16][O:17][CH3:18])[CH3:2]. Reported procedure: To a solution of (S)-1-(2-(2-ethylphenoxy)phenyl)-5-methoxy-1-((R)-piperidin-3-yl)pentan-1-ol (19.9 mg, 0.05 mmol) in CH2Cl2 (0.5 mL) was added the solution of (2R)-2-(p-nitrophenoxycarbonylamino)-3-(N-methyl-N-(2-(trimethylsilyl)ethoxycarbonyl)amino)-1-(trimethylsilyloxy)propane (0.05 mmol), followed by DIEA (26 μL, 0.15 mmol). The resulting yellow solution was stirred at rt for 30 min. CH2Cl2 was removed in vacuo and the residue was redissolved in acetonitrile, and purified by prep HPLC to giv... Starting materials: CCO, NN, Cc1cccc(C)c1N1Cc2cnc(Nc3ccccc3)nc2N(c2cccc(CCN3C(=O)c4ccccc4C3=O)c2)C1=O, O. Yields the product Cc1cccc(C)c1N1Cc2cnc(Nc3ccccc3)nc2N(c2cccc(CCN)c2)C1=O. RXN SMILES: [CH3:49][CH2:50][OH:51].[NH2:47][NH2:48].[NH:1]([c:2]1[cH:3][cH:4][cH:5][cH:6][cH:7]1)[c:8]1[n:9][cH:10][c:11]2[c:12]([n:13]1)[N:14]([c:27]1[cH:28][c:29]([CH2:33][CH2:34][N:35]3[C:36](=[O:37])[c:38]4[cH:39][cH:40][cH:41][cH:42][c:43]4[C:44]3=[O:45])[cH:30][cH:31][cH:32]1)[C:15](=[O:26])[N:16]([c:18]1[c:19]([CH3:25])[cH:20][cH:21][cH:22][c:23]1[CH3:24])[CH2:17]2.[OH2:46]>>[NH:1]([c:2]1[cH:3][cH:4][cH:5][cH:6][cH:7]1)[c:8]1[n:9][cH:10][c:11]2[c:12]([n:13]1)[N:14]([c:27]1[cH:28][c:29]([CH2:33][CH2:34][NH2:35])[cH:30][cH:31][cH:32]1)[C:15](=[O:26])[N:16]([c:18]1[c:19]([CH3:25])[cH:20][cH:21][cH:22][c:23]1[CH3:24])[CH2:17]2. The reactants are C(CCC)C=1NC2=CC=C(C=C2C(N1)=O)C(C)O (2-butyl-6-(1-hydroxyethyl)-4(1H)-quinazolinone), BrCC1=CC=C(C=C1)C1=C(C=CC=C1)C1=NN=NN1C(C1=CC=CC=C1)(C1=CC=CC=C1)C1=CC=CC=C1 (5-[4'-(bromomethyl)[1,1'-biphenyl]-2-yl]-1-(triphenylmethyl)-1H-tetrazole), C([O-])([O-])=O.[K+].[K+] (potassium carbonate). The solvent is CC(=O)C (acetone). Yields the product C(CCC)C1=NC2=CC=C(C=C2C(N1CC1=CC=C(C=C1)C1=C(C=CC=C1)C1=NN=NN1C(C1=CC=CC=C1)(C1=CC=CC=C1)C1=CC=CC=C1)=O)C(C)O (2-Butyl-6-(1-hydroxyethyl)-3-[[2'-[1-(triphenylmethyl)-1H-tetrazol-5-yl][1,1'-biphenyl]-4-yl]methyl]-4(3H)-quinazolinone). The yield is 57.9%. Reaction SMILES: [CH2:1]([C:5]1[NH:6][C:7]2[C:12]([C:13](=[O:15])[N:14]=1)=[CH:11][C:10]([CH:16]([OH:18])[CH3:17])=[CH:9][CH:8]=2)[CH2:2][CH2:3][CH3:4].Br[CH2:20][C:21]1[CH:26]=[CH:25][C:24]([C:27]2[CH:32]=[CH:31][CH:30]=[CH:29][C:28]=2[C:33]2[N:37]([C:38]([C:51]3[CH:56]=[CH:55][CH:54]=[CH:53][CH:52]=3)([C:45]3[CH:50]=[CH:49][CH:48]=[CH:47][CH:46]=3)[C:39]3[CH:44]=[CH:43][CH:42]=[CH:41][CH:40]=3)[N:36]=[N:35][N:34]=2)=[CH:23][CH:22]=1.C(=O)([O-])[O-].[K+].[K+]>CC(C)=O>[CH2:1]([C:5]1[N:14]([CH2:20][C:21]2[CH:22]=[CH:23][C:24]([C:27]3[CH:32]=[CH:31][CH:30]=[CH:29][C:28]=3[C:33]3[N:37]([C:38]([C:51]4[CH:56]=[CH:55][CH:54]=[CH:53][CH:52]=4)([C:45]4[CH:46]=[CH:47][CH:48]=[CH:49][CH:50]=4)[C:39]4[CH:44]=[CH:43][CH:42]=[CH:41][CH:40]=4)[N:36]=[N:35][N:34]=3)=[CH:25][CH:26]=2)[C:13](=[O:15])[C:12]2[C:7](=[CH:8][CH:9]=[C:10]([CH:16]([OH:18])[CH3:17])[CH:11]=2)[N:6]=1)[CH2:2][CH2:3][CH3:4] |f:2.3.4|. Procedure details: A suspension of 2.50 g of 2-butyl-6-(1-hydroxyethyl)-4(1H)-quinazolinone, 6.79 g of 5-[4'-(bromomethyl)[1,1'-biphenyl]-2-yl]-1-(triphenylmethyl)-1H-tetrazole and 4.20 g of anhydrous potassium carbonate in 225 ml of dry acetone is heated at reflux for 16 hours. The reaction mixture is allowed to cool to room temperature, filtered and the filtrate evaporated in vacuo. The residue is purified by high pressure liquid chromatography on silica gel by eluting with 1:2 ethyl acetate-hexanes to afford 4.... Reactants: C1(=CC=CC=C1)C=1C(=NOC1)C(=O)OCC (ethyl 4-phenyl-3-isoxazolecarboxylate), NCCNC(OC(C)(C)C)=O (t-butyl (2-aminoethyl)carbamate). The product is C1(=CC=CC=C1)C=1C(=NOC1)C(=O)NCCNC(OC(C)(C)C)=O (t-butyl [2-(4-phenyl-3-isoxazolecarboxamido)ethyl]carbamate). Yield: 84.1%. Reaction SMILES: [C:1]1([C:7]2[C:8]([C:12]([O:14]CC)=O)=[N:9][O:10][CH:11]=2)[CH:6]=[CH:5][CH:4]=[CH:3][CH:2]=1.[NH2:17][CH2:18][CH2:19][NH:20][C:21](=[O:27])[O:22][C:23]([CH3:26])([CH3:25])[CH3:24]>>[C:1]1([C:7]2[C:8]([C:12]([NH:17][CH2:18][CH2:19][NH:20][C:21](=[O:27])[O:22][C:23]([CH3:25])([CH3:24])[CH3:26])=[O:14])=[N:9][O:10][CH:11]=2)[CH:2]=[CH:3][CH:4]=[CH:5][CH:6]=1. Procedure: 3.9 g (17.95 mmol) of ethyl 4-phenyl-3-isoxazolecarboxylate and 5.8 g (36.2 mmol) of t-butyl (2-aminoethyl)carbamate were heated together to 110° for 2 hours under reduced pressure. Chromatography on silica gel and elution with methylene chloride which contained 5% and, respectively, 10% of ethyl acetate yielded an oil which crystallized from ethyl acetate/hexane. In this manner there were obtained 5.0 g (84%) of t-butyl [2-(4-phenyl-3-isoxazolecarboxamido)ethyl]carbamate as white crystals. melt... Reactants: C[SH-]C(=NC=1SC2=C(N1)C=CC=C2)[SH-]C (S,S′-dimethyl-N-(2-benzothiazolyl)-carbonimidodithioate), [2H]C1=C(C(=C(C(=C1[2H])N)N)[2H])[2H] (O-phenylenediamine), O (water). Solvent: CN(C)C=O (DMF), CN(C)C=O (DMF). Reaction conditions: temperature 153 celsius. The product is S1C(=NC2=C1C=CC=C2)NC=2NC1=C(N2)C=CC=C1 (2-(2-benzothiazolylamino)benzoimidazole). Isolated yield 60.1%. As a reaction SMILES: [2H][C:2]1[C:7]([2H])=[C:6]([NH2:9])[C:5]([NH2:10])=[C:4]([2H])[C:3]=1[2H].C[SH-][C:15]([SH-]C)=[N:16][C:17]1[S:18][C:19]2[CH:25]=[CH:24][CH:23]=[CH:22][C:20]=2[N:21]=1.O>CN(C=O)C>[S:18]1[C:19]2[CH:25]=[CH:24][CH:23]=[CH:22][C:20]=2[N:21]=[C:17]1[NH:16][C:15]1[NH:9][C:6]2[CH:7]=[CH:2][CH:3]=[CH:4][C:5]=2[N:10]=1. Reported procedure: O-phenylenediamine (21.6 g (0.2 mol)) was dissolved in 944 g of DMF, and thereto was added dropwise a solution obtained by dissolving 50.9 g (0.20 mol) of S,S′-dimethyl-N-(2-benzothiazolyl)-carbonimidodithioate in 1258 g of DMF. The resulting mixture was then heated to 153° C., refluxed under a nitrogen atmosphere for 13 hours, and then cooled to 0° C. Thereto was added dropwise 2000 g of water, and a precipitate was filtered off, washed with water, and dried to obtain 32.0 g of 2-(2-benzothiazo... Reactants: CO, Cc1ccc2nc(C)ccc2c1, O=S(=O)(O)O. Yields the product Cc1ccc2nc(C)cc(CO)c2c1. As a reaction SMILES: [CH3:18][OH:19].[CH3:1][c:2]1[n:3][c:4]2[cH:5][cH:6][c:7]([CH3:12])[cH:8][c:9]2[cH:10][cH:11]1.[S:13](=[O:14])(=[O:15])([OH:16])[OH:17]>>[CH3:1][c:2]1[n:3][c:4]2[cH:5][cH:6][c:7]([CH3:12])[cH:8][c:9]2[c:10]([CH2:18][OH:19])[cH:11]1. RXN SMILES: [BH3:19].[ClH:20].[F:1][c:2]1[c:3]([C:8]([CH2:9][C:10]#[N:11])([CH3:12])[OH:13])[cH:4][cH:5][cH:6][cH:7]1.[O:14]1[CH2:15][CH2:16][CH2:17][CH2:18]1.[O:21]1[CH2:22][CH2:23][CH2:24][CH2:25]1>>[ClH:20].[F:1][c:2]1[c:3]([C:8]([CH2:9][CH2:10][NH2:11])([CH3:12])[OH:13])[cH:4][cH:5][cH:6][cH:7]1. Starting materials: B, Cl, CC(O)(CC#N)c1ccccc1F, C1CCOC1, C1CCOC1. Yields the product Cl, CC(O)(CCN)c1ccccc1F.